From a dataset of the Open Reaction Database (ORD), a public repository of structured organic reaction records. describe an organic reaction: reactants, conditions, products, and yield The reactants are CC(Br)c1cccc2ccccc12, CCOC(=O)C(NC(C)=O)C(=O)OCC, CC[O-], CCO, [Na+], [Na]. Product: CCOC(=O)C(NC(C)=O)(C(=O)OCC)C(C)c1cccc2ccccc12. RXN SMILES: [Br:21][CH:22]([CH3:23])[c:24]1[cH:25][cH:26][cH:27][c:28]2[cH:29][cH:30][cH:31][cH:32][c:33]12.[CH2:1]([CH3:2])[O:3][C:4]([CH:5]([C:6](=[O:7])[O:8][CH2:9][CH3:10])[NH:11][C:12]([CH3:13])=[O:14])=[O:15].[CH3:17][CH2:18][O-:19].[CH3:34][CH2:35][OH:36].[Na+:16].[Na:20]>>[CH2:1]([CH3:2])[O:3][C:4]([C:5]([C:6](=[O:7])[O:8][CH2:9][CH3:10])([NH:11][C:12]([CH3:13])=[O:14])[CH:22]([CH3:23])[c:24]1[cH:25][cH:26][cH:27][c:28]2[cH:29][cH:30][cH:31][cH:32][c:33]12)=[O:15]. Starting materials: Cn1ncnc1CO, Cc1ccc(S(=O)(=O)Oc2nn3c(-c4ccccc4F)nnc(C)c3c2-c2ccccc2F)cc1, [H-], [Na+], CN(C)C=O, O. Product: Cc1nnc(-c2ccccc2F)n2nc(OCc3ncnn3C)c(-c3ccccc3F)c12. As a reaction SMILES: [CH3:36][n:37]1[n:38][cH:39][n:40][c:41]1[CH2:42][OH:43].[F:1][c:2]1[c:3](-[c:8]2[c:9]([O:25][S:26]([c:27]3[cH:28][cH:29][c:30]([CH3:31])[cH:32][cH:33]3)(=[O:34])=[O:35])[n:10][n:11]3[c:12](-[c:18]4[c:19]([F:24])[cH:20][cH:21][cH:22][cH:23]4)[n:13][n:14][c:15]([CH3:17])[c:16]23)[cH:4][cH:5][cH:6][cH:7]1.[H-:44].[Na+:45].[O:47]=[CH:48][N:49]([CH3:50])[CH3:51].[OH2:46]>>[F:1][c:2]1[c:3](-[c:8]2[c:9]([O:25][CH2:42][c:41]3[n:37]([CH3:36])[n:38][cH:39][n:40]3)[n:10][n:11]3[c:12](-[c:18]4[c:19]([F:24])[cH:20][cH:21][cH:22][cH:23]4)[n:13][n:14][c:15]([CH3:17])[c:16]23)[cH:4][cH:5][cH:6][cH:7]1.